This data is from the Open Reaction Database (ORD), a public repository of structured organic reaction records. The task is: describe an organic reaction: reactants, conditions, products, and yield Starting materials: CC(C)(C)C(NC(=O)c1cn(COCC[Si](C)(C)C)c2ncc(Br)nc12)C(=O)N1CCC(C#N)CC1, O=C([O-])[O-], CCOC(C)=O, CC1(C)OB(c2cnc(Cl)s2)OC1(C)C, [Cs+], [Cs+], O, [Pd], c1ccc(P(c2ccccc2)c2ccccc2)cc1, c1ccc(P(c2ccccc2)c2ccccc2)cc1, c1ccc(P(c2ccccc2)c2ccccc2)cc1, c1ccc(P(c2ccccc2)c2ccccc2)cc1. The product is CC(C)(C)C(NC(=O)c1cn(COCC[Si](C)(C)C)c2ncc(-c3cnc(Cl)s3)nc12)C(=O)N1CCC(C#N)CC1. As a reaction SMILES: [C:1](#[N:2])[CH:3]1[CH2:4][CH2:5][N:6]([C:9](=[O:10])[CH:11]([C:12]([CH3:13])([CH3:14])[CH3:15])[NH:16][C:17](=[O:18])[c:19]2[cH:20][n:21]([CH2:29][O:30][CH2:31][CH2:32][Si:33]([CH3:34])([CH3:35])[CH3:36])[c:22]3[n:23][cH:24][c:25]([Br:28])[n:26][c:27]23)[CH2:7][CH2:8]1.[C:52](=[O:53])([O-:54])[O-:55].[CH3:136][CH2:137][O:138][C:139](=[O:140])[CH3:141].[Cl:37][c:38]1[s:39][c:40]([B:43]2[O:44][C:45]([CH3:46])([CH3:47])[C:48]([CH3:49])([CH3:50])[O:51]2)[cH:41][n:42]1.[Cs+:56].[Cs+:57].[OH2:58].[Pd:135].[c:116]1([P:117]([c:118]2[cH:119][cH:120][cH:121][cH:122][cH:123]2)[c:124]2[cH:125][cH:126][cH:127][cH:128][cH:129]2)[cH:130][cH:131][cH:132][cH:133][cH:134]1.[c:59]1([P:60]([c:61]2[cH:62][cH:63][cH:64][cH:65][cH:66]2)[c:67]2[cH:68][cH:69][cH:70][cH:71][cH:72]2)[cH:73][cH:74][cH:75][cH:76][cH:77]1.[c:78]1([P:79]([c:80]2[cH:81][cH:82][cH:83][cH:84][cH:85]2)[c:86]2[cH:87][cH:88][cH:89][cH:90][cH:91]2)[cH:92][cH:93][cH:94][cH:95][cH:96]1.[c:97]1([P:98]([c:99]2[cH:100][cH:101][cH:102][cH:103][cH:104]2)[c:105]2[cH:106][cH:107][cH:108][cH:109][cH:110]2)[cH:111][cH:112][cH:113][cH:114][cH:115]1>>[C:1](#[N:2])[CH:3]1[CH2:4][CH2:5][N:6]([C:9](=[O:10])[CH:11]([C:12]([CH3:13])([CH3:14])[CH3:15])[NH:16][C:17](=[O:18])[c:19]2[cH:20][n:21]([CH2:29][O:30][CH2:31][CH2:32][Si:33]([CH3:34])([CH3:35])[CH3:36])[c:22]3[n:23][cH:24][c:25](-[c:40]4[s:39][c:38]([Cl:37])[n:42][cH:41]4)[n:26][c:27]23)[CH2:7][CH2:8]1. The reactants are [Mg] (magnesium), Cl (hydrochloric acid), C(C(C)(C)C)(=O)Cl (pivaloyl chloride), BrC1=CC=C(C=C1)C (4-bromo toluene), BrC1=C(C=CC=C1)C (bromo toluene). The solvent is O1CCCC1 (tetrahydrofuran), O1CCCC1 (tetrahydrofuran), O1CCCC1 (tetrahydrofuran). Conditions: temperature 0 celsius, time 2 hour. Yields the product C(C(C)(C)C)(=O)C1=CC=C(C=C1)C (p-pivaloyl toluene). Reaction SMILES: [Mg].Br[C:3]1[CH:8]=[CH:7][C:6]([CH3:9])=[CH:5][CH:4]=1.BrC1C=CC=CC=1C.[C:18](Cl)(=[O:23])[C:19]([CH3:22])([CH3:21])[CH3:20].Cl>O1CCCC1>[C:18]([C:3]1[CH:8]=[CH:7][C:6]([CH3:9])=[CH:5][CH:4]=1)(=[O:23])[C:19]([CH3:22])([CH3:21])[CH3:20]. Reported procedure: To a suspension of 28.5 g. (1.17 g. atoms) magnesium turnings in 150 ml. tetrahydrofuran under a nitrogen atmosphere there is added 10 ml. of 4-bromo toluene (1.17 mole) in 650 ml. dry tetrahydrofuran; the reaction is started and the remainder of the bromo toluene solution is added dropwise at a rate that maintains a moderate reflux. After the addition is complete, the mixture is refluxed for an additional 11/2 hours. The resulting Grignard solution is added dropwise to a cold solution of 128.0 ... Solvent: C=1(C(=CC=CC1)C)C (xylene). Procedure details: A mixture of dimeric 2-hydroxycyclohexanone (13.7 g), 2-benzyloxyethanol (20 g) and p-toluensulphonic acid (2 g) were dissolved in xylene (500 ml) in a round bottom flask fitted with a Dean Stark apparatus and reluxed for 10 hrs. The resulting solution was cooled, washed with sodium hydrogen carbonate (3×50 ml) dried and concentrated under reduced pressure. The crude oil was then pruified by flash chromatography using cyclohexane/ethyl acetate 60/40 as eluant yielding 20 g of the title compound ... The product is C(C1=CC=CC=C1)OCCOC1C(CCCC1)=O (2-(2-benzyloxyethoxy)-cyclohexanone). Starting materials: OC1C(CCCC1)=O (2-hydroxycyclohexanone), C(C1=CC=CC=C1)OCCO (2-benzyloxyethanol), C1(=CC=C(C=C1)S(=O)(=O)O)C (p-toluensulphonic acid). RXN SMILES: [OH:1][CH:2]1[CH2:7][CH2:6][CH2:5][CH2:4][C:3]1=[O:8].[CH2:9]([O:16][CH2:17][CH2:18]O)[C:10]1[CH:15]=[CH:14][CH:13]=[CH:12][CH:11]=1.C1(C)C=CC(S(O)(=O)=O)=CC=1>C1(C)C(C)=CC=CC=1>[CH2:9]([O:16][CH2:17][CH2:18][O:8][CH:3]1[CH2:4][CH2:5][CH2:6][CH2:7][C:2]1=[O:1])[C:10]1[CH:15]=[CH:14][CH:13]=[CH:12][CH:11]=1. Run at time 10 hour. Yield: 67.1%. As a reaction SMILES: [CH3:1][S:2]([OH:3])(=[O:4])=[O:5].[CH3:37][OH:38].[OH:6][CH:7]1[CH2:8][CH:9]2[CH2:10][CH2:11][CH:12]3[CH:13]4[CH2:14][CH2:15][CH:16]([C:17]([CH3:18])=[O:19])[C:20]4([CH3:36])[CH2:21][CH2:22][CH:23]3[C:24]2([CH3:35])[CH2:25][CH:26]1[N:27]1[CH2:28][C:29]([CH3:33])([CH3:34])[S:30][CH2:31][CH2:32]1>>[CH3:1][S:2](=[O:3])(=[O:4])[O-:5].[OH:6][CH:7]1[CH2:8][CH:9]2[CH2:10][CH2:11][CH:12]3[CH:13]4[CH2:14][CH2:15][CH:16]([C:17]([CH3:18])=[O:19])[C:20]4([CH3:36])[CH2:21][CH2:22][CH:23]3[C:24]2([CH3:35])[CH2:25][CH:26]1[N:27]1[CH2:28][C:29]([CH3:33])([CH3:34])[S:30][CH2:31][CH2:32]1. The product is CS(=O)(=O)[O-], CC(=O)C1CCC2C3CCC4CC(O)C(N5CCSC(C)(C)C5)CC4(C)C3CCC12C. Reactants: CS(=O)(=O)O, CO, CC(=O)C1CCC2C3CCC4CC(O)C(N5CCSC(C)(C)C5)CC4(C)C3CCC12C.